Dataset: the Open Reaction Database (ORD), a public repository of structured organic reaction records. Task: describe an organic reaction: reactants, conditions, products, and yield Starting materials: C(C)(C)(C)OC[C@H]1N(CCNC1=O)C(C[C@@H](CC1=C(C=C(C(=C1)F)F)F)NC(OC(C)(C)C)=O)=O (t-butyl (R)-4-[(R)-2-(t-butoxymethyl)-3-oxopiperazin-1-yl]-4-oxo-1-(2,4,5-trifluorophenyl)butan-2-ylcarbamate), Cl.C(C)OCC (hydrochloric acid diethyl ether). Solvent: CO (methanol). Run at time 3 hour. The product is N[C@@H](CC(=O)N1[C@@H](C(NCC1)=O)COC(C)(C)C)CC1=C(C=C(C(=C1)F)F)F ((R)-4-[(R)-3-amino-4-(2,4,5-trifluorophenyl)butanoyl]-3-(t-butoxymethy)piperazin-2-one). Reaction SMILES: [C:1]([O:5][CH2:6][C@@H:7]1[C:12](=[O:13])[NH:11][CH2:10][CH2:9][N:8]1[C:14](=[O:35])[CH2:15][C@H:16]([NH:27]C(=O)OC(C)(C)C)[CH2:17][C:18]1[CH:23]=[C:22]([F:24])[C:21]([F:25])=[CH:20][C:19]=1[F:26])([CH3:4])([CH3:3])[CH3:2].Cl.C(OCC)C>CO>[NH2:27][C@H:16]([CH2:17][C:18]1[CH:23]=[C:22]([F:24])[C:21]([F:25])=[CH:20][C:19]=1[F:26])[CH2:15][C:14]([N:8]1[CH2:9][CH2:10][NH:11][C:12](=[O:13])[C@H:7]1[CH2:6][O:5][C:1]([CH3:2])([CH3:3])[CH3:4])=[O:35] |f:1.2|. Procedure: 97 mg of t-butyl (R)-4-[(R)-2-(t-butoxymethyl)-3-oxopiperazin-1-yl]-4-oxo-1-(2,4,5-trifluorophenyl)butan-2-ylcarbamate prepared in Step 8 was dissolved in 3 mL of methanol, followed by addition of 2 mL of 2N-hydrochloric acid/diethyl ether and stirring at room temperature for 3 hours. The reactants are Cc1nn(C)c(C)c1Br, Nc1nc2ccccc2n1-c1cccc(B2OCCCO2)c1. Product: Cc1nn(C)c(C)c1-c1cccc(-n2c(N)nc3ccccc32)c1. Reaction SMILES: [Br:23][c:24]1[c:25]([CH3:31])[n:26][n:27]([CH3:30])[c:28]1[CH3:29].[NH2:1][c:2]1[n:3][c:4]2[c:5]([n:6]1-[c:7]1[cH:8][c:9]([B:13]3[O:14][CH2:15][CH2:16][CH2:17][O:18]3)[cH:10][cH:11][cH:12]1)[cH:19][cH:20][cH:21][cH:22]2>>[NH2:1][c:2]1[n:3][c:4]2[c:5]([n:6]1-[c:7]1[cH:8][c:9](-[c:24]3[c:25]([CH3:31])[n:26][n:27]([CH3:30])[c:28]3[CH3:29])[cH:10][cH:11][cH:12]1)[cH:19][cH:20][cH:21][cH:22]2. Reactants: CS(=O)(=O)c1ccc(OCc2ccccc2)c(C(=O)O)c1, CS(=O)(=O)c1ccc(N2CCNCC2)c(F)c1. Product: CS(=O)(=O)c1ccc(N2CCN(C(=O)c3cc(S(C)(=O)=O)ccc3OCc3ccccc3)CC2)c(F)c1. Reaction SMILES: [CH2:18]([c:19]1[cH:20][cH:21][cH:22][cH:23][cH:24]1)[O:25][c:26]1[c:27]([C:28](=[O:29])[OH:30])[cH:31][c:32]([S:35](=[O:36])(=[O:37])[CH3:38])[cH:33][cH:34]1.[F:1][c:2]1[c:3]([N:12]2[CH2:13][CH2:14][NH:15][CH2:16][CH2:17]2)[cH:4][cH:5][c:6]([S:8](=[O:9])(=[O:10])[CH3:11])[cH:7]1>>[F:1][c:2]1[c:3]([N:12]2[CH2:13][CH2:14][N:15]([C:28]([c:27]3[c:26]([O:25][CH2:18][c:19]4[cH:20][cH:21][cH:22][cH:23][cH:24]4)[cH:34][cH:33][c:32]([S:35](=[O:36])(=[O:37])[CH3:38])[cH:31]3)=[O:29])[CH2:16][CH2:17]2)[cH:4][cH:5][c:6]([S:8](=[O:9])(=[O:10])[CH3:11])[cH:7]1. The reactants are [Cl-].C(C)(C)(C)OC1=CC=C(C=C1)[S+](C1=CC=CC=C1)C1=CC=CC=C1 (4-tert-butoxyphenyldiphenylsulfonium chloride), C1(=CC=CC=C1)S(=O)(=O)OC1=C(C=CC=C1)S(=O)(=O)[O-].[Na+] (sodium benzenesulfonyloxybenzenesulfonate). The product is C1(=CC=CC=C1)S(=O)(=O)OC1=C(C=CC=C1)S(=O)(=O)[O-].C(C)(C)(C)OC1=CC=C(C=C1)[S+](C1=CC=CC=C1)C1=CC=CC=C1 (4-tert-butoxyphenyldiphenylsulfonium benzenesulfonyloxybenzenesulfonate). As a reaction SMILES: [Cl-].[C:2]([O:6][C:7]1[CH:12]=[CH:11][C:10]([S+:13]([C:20]2[CH:25]=[CH:24][CH:23]=[CH:22][CH:21]=2)[C:14]2[CH:19]=[CH:18][CH:17]=[CH:16][CH:15]=2)=[CH:9][CH:8]=1)([CH3:5])([CH3:4])[CH3:3].[C:26]1([S:32]([O:35][C:36]2[CH:41]=[CH:40][CH:39]=[CH:38][C:37]=2[S:42]([O-:45])(=[O:44])=[O:43])(=[O:34])=[O:33])[CH:31]=[CH:30][CH:29]=[CH:28][CH:27]=1.[Na+]>>[C:26]1([S:32]([O:35][C:36]2[CH:41]=[CH:40][CH:39]=[CH:38][C:37]=2[S:42]([O-:45])(=[O:44])=[O:43])(=[O:34])=[O:33])[CH:27]=[CH:28][CH:29]=[CH:30][CH:31]=1.[C:2]([O:6][C:7]1[CH:12]=[CH:11][C:10]([S+:13]([C:20]2[CH:25]=[CH:24][CH:23]=[CH:22][CH:21]=2)[C:14]2[CH:15]=[CH:16][CH:17]=[CH:18][CH:19]=2)=[CH:9][CH:8]=1)([CH3:5])([CH3:3])[CH3:4] |f:0.1,2.3,4.5|. Reported procedure: The end product was synthesized as in Synthesis Example 10 except that 4-tert-butoxyphenyldiphenylsulfonium chloride and sodium benzenesulfonyloxybenzenesulfonate were used. Reactants: [Cl-], CC(=O)Nc1c(C)nc(N)c(C(=O)NN)c1C, [Na+], [OH-], O=S(=O)(Cl)c1ccccc1. Yields the product CC(=O)Nc1c(C)nc(N)c(C(=O)NNS(=O)(=O)c2ccccc2)c1C. Reaction SMILES: [Cl-:28].[NH2:1][c:2]1[c:3]([C:4](=[O:5])[NH:6][NH2:7])[c:8]([CH3:17])[c:9]([NH:13][C:14]([CH3:15])=[O:16])[c:10]([CH3:12])[n:11]1.[Na+:30].[OH-:29].[c:18]1([S:24](=[O:25])(=[O:26])[Cl:27])[cH:19][cH:20][cH:21][cH:22][cH:23]1>>[NH2:1][c:2]1[c:3]([C:4](=[O:5])[NH:6][NH:7][S:24]([c:18]2[cH:19][cH:20][cH:21][cH:22][cH:23]2)(=[O:25])=[O:26])[c:8]([CH3:17])[c:9]([NH:13][C:14]([CH3:15])=[O:16])[c:10]([CH3:12])[n:11]1. Reactants: CN(C)C=O (DMF), [H-].[Na+] (sodium hydride), C1=C(C=CC2=CC=CC=C12)S (2-naphthalenethiol), NC1=C2N=CN(C2=NC(=N1)Cl)CC1=CC=CC=C1 (6-amino-9-benzyl-2-chloropurine). The solvent is [Cl-].[Na+].O (Brine). Run at temperature 100 celsius. Yields the product NC1=C2N=CN(C2=NC(=N1)SC1=CC2=CC=CC=C2C=C1)CC1=CC=CC=C1 (6-Amino-9-benzyl-2-(2-naphthylthio)purine). Isolated yield 82.6%. As a reaction SMILES: CN(C=O)C.[H-].[Na+].[CH:8]1[C:17]2[C:12](=[CH:13][CH:14]=[CH:15][CH:16]=2)[CH:11]=[CH:10][C:9]=1[SH:18].[NH2:19][C:20]1[N:28]=[C:27](Cl)[N:26]=[C:25]2[C:21]=1[N:22]=[CH:23][N:24]2[CH2:30][C:31]1[CH:36]=[CH:35][CH:34]=[CH:33][CH:32]=1>[Cl-].[Na+].O>[NH2:19][C:20]1[N:28]=[C:27]([S:18][C:9]2[CH:10]=[CH:11][C:12]3[C:17](=[CH:16][CH:15]=[CH:14][CH:13]=3)[CH:8]=2)[N:26]=[C:25]2[C:21]=1[N:22]=[CH:23][N:24]2[CH2:30][C:31]1[CH:32]=[CH:33][CH:34]=[CH:35][CH:36]=1 |f:1.2,5.6.7|. Procedure: To DMF suspension (20 ml) containing sodium hydride (800 mg, 20 mmol, 60% in mineral oil) were added 2-naphthalenethiol (3.8 g, 24 mmol) and 6-amino-9-benzyl-2-chloropurine (200 mg, 0.77 mmol) in order. The mixture was stirred under heating at 100° C. for 10.5 hours. Brine was added thereto and the mixture was extracted with chloroform. The organic layer was dried on magnesium sulfate, filtrated and the solvent in the filtrate was evaporated in vacuo. The residue was purified with silica gel chr... The reactants are crude solution, ClC=1C=CC(=NC1)[C@](CC1=CC=CC=C1)(C1=CC(=CC(=C1)C(F)(F)F)F)NC(OC1=CC=C(C=C1)[N+](=O)[O-])=O ((S)-4-nitrophenyl 1-(5-chloropyridin-2-yl)-1-(3-fluoro-5-(trifluoromethyl)phenyl)-2-phenylethylcarbamate), Cl.FC1(CC(CC1)N)F (3,3-difluorocyclopentanamine hydrochloride). The solvent is C(Cl)Cl (CH2Cl2), C(Cl)Cl (DCM). Run at time 2 hour. The product is ClC=1C=CC(=NC1)[C@](CC1=CC=CC=C1)(C1=CC(=CC(=C1)C(F)(F)F)F)NC(=O)NC1CC(CC1)(F)F (1-((S)-1-(5-chloropyridin-2-yl)-1-(3-fluoro-5-(trifluoromethyl)phenyl)-2-phenylethyl)-3-(3,3-difluorocyclopentyl)urea). Yield: 45.0%. Reaction SMILES: [Cl:1][C:2]1[CH:3]=[CH:4][C:5]([C@@:8]([NH:27][C:28](=[O:39])OC2C=CC([N+]([O-])=O)=CC=2)([C:16]2[CH:21]=[C:20]([C:22]([F:25])([F:24])[F:23])[CH:19]=[C:18]([F:26])[CH:17]=2)[CH2:9][C:10]2[CH:15]=[CH:14][CH:13]=[CH:12][CH:11]=2)=[N:6][CH:7]=1.Cl.[F:41][C:42]1([F:48])[CH2:46][CH2:45][CH:44]([NH2:47])[CH2:43]1>C(Cl)Cl>[Cl:1][C:2]1[CH:3]=[CH:4][C:5]([C@@:8]([NH:27][C:28]([NH:47][CH:44]2[CH2:45][CH2:46][C:42]([F:48])([F:41])[CH2:43]2)=[O:39])([C:16]2[CH:21]=[C:20]([C:22]([F:23])([F:24])[F:25])[CH:19]=[C:18]([F:26])[CH:17]=2)[CH2:9][C:10]2[CH:11]=[CH:12][CH:13]=[CH:14][CH:15]=2)=[N:6][CH:7]=1 |f:1.2|. Procedure: To a crude solution of (S)-4-nitrophenyl 1-(5-chloropyridin-2-yl)-1-(3-fluoro-5-(trifluoromethyl)phenyl)-2-phenylethylcarbamate in DCM (1 mL) (29 mg, 0.053 mmol) was added 3,3-difluorocyclopentanamine hydrochloride (17 mg, 0.106 mmol). The reaction mixture was stirred at room temperature for 2 h and the solution turned yellow. The solution was diluted with CH2Cl2 (1 mL) and washed with 1N NaOH (3×1 mL), dried over Na2SO4, and concentrated. The yellow residue was purified by flash chromatography ...